Dataset: the Open Reaction Database (ORD), a public repository of structured organic reaction records. Task: describe an organic reaction: reactants, conditions, products, and yield Reactants: BrC1=C(C=C2C=C(NC2=C1)C(=O)N1CCN(CC1)S(=O)(=O)CC)OC1CCN(CC1)C(C)C ([6-bromo-5-(1-isopropyl-piperidin-4-yloxy)-1H-indol-2-yl]-(4-ethanesulfonyl-piperazin-1-yl)-methanone), [H-].[Na+] (sodium hydride), O (water), CS(=O)(=O)OCC(F)(F)F (2,2,2-Trifluoroethyl methanesulfonate). Run in CN(C=O)C (N,N-dimethylformamide). Conditions: temperature 70 celsius, time 15 minute. The product is BrC1=C(C=C2C=C(N(C2=C1)CC(F)(F)F)C(=O)N1CCN(CC1)S(=O)(=O)CC)OC1CCN(CC1)C(C)C ([6-Bromo-5-(1-isopropyl-piperidin-4-yloxy)-1-(2,2,2-trifluoro-ethyl)-1H-indol-2-yl]-(4-ethanesulfonyl-piperazin-1-yl)-methanone). Isolated yield 53.0%. Reaction SMILES: [Br:1][C:2]1[CH:10]=[C:9]2[C:5]([CH:6]=[C:7]([C:11]([N:13]3[CH2:18][CH2:17][N:16]([S:19]([CH2:22][CH3:23])(=[O:21])=[O:20])[CH2:15][CH2:14]3)=[O:12])[NH:8]2)=[CH:4][C:3]=1[O:24][CH:25]1[CH2:30][CH2:29][N:28]([CH:31]([CH3:33])[CH3:32])[CH2:27][CH2:26]1.[H-].[Na+].CS(O[CH2:41][C:42]([F:45])([F:44])[F:43])(=O)=O.O>CN(C)C=O>[Br:1][C:2]1[CH:10]=[C:9]2[C:5]([CH:6]=[C:7]([C:11]([N:13]3[CH2:14][CH2:15][N:16]([S:19]([CH2:22][CH3:23])(=[O:20])=[O:21])[CH2:17][CH2:18]3)=[O:12])[N:8]2[CH2:41][C:42]([F:45])([F:44])[F:43])=[CH:4][C:3]=1[O:24][CH:25]1[CH2:30][CH2:29][N:28]([CH:31]([CH3:32])[CH3:33])[CH2:27][CH2:26]1 |f:1.2|. Procedure: To a solution of 144 mg (0.26 mmol) [6-bromo-5-(1-isopropyl-piperidin-4-yloxy)-1H-indol-2-yl]-(4-ethanesulfonyl-piperazin-1-yl)-methanone (example 10) in 3 mL N,N-dimethylformamide, were added 13 mg (0.29 mmol; 55% dispersion in mineral oil) sodium hydride. The reaction mixture was stirred 15 min at 70° C. 68 mg (0.29 mmol) 2,2,2-Trifluoroethyl methanesulfonate were added and the solution was stirred another 2 h at 70° C. After cooling to room temperature, the reaction was poured into water and ... Reactants: O1CCOC2=C1C=CC=C2N (2,3-dihydro-1,4-benzodioxin-5-amine), C(C)OC([C@H](N(CCCl)CCCl)C)=O (N,N-bis(2-chloroethyl)-(R)-alanine ethyl ester). Run in ClC1=CC=CC=C1 (chlorobenzene), solvent. Reaction conditions: temperature 130 celsius. Yields the product C(C)OC([C@H](N1CCN(CC1)C1=CC=CC=2OCCOC21)C)=O ((R)-4-(2,3-Dihydro-1,4-benzodioxin-5-yl)-α-methyl-1-piperazineacetic acid ethyl ester). Reaction SMILES: [O:1]1[C:6]2[CH:7]=[CH:8][CH:9]=[C:10]([NH2:11])[C:5]=2[O:4][CH2:3][CH2:2]1.[CH2:12]([O:14][C:15](=[O:25])[C@@H:16]([CH3:24])[N:17]([CH2:21][CH2:22]Cl)[CH2:18][CH2:19]Cl)[CH3:13]>ClC1C=CC=CC=1>[CH2:12]([O:14][C:15](=[O:25])[C@@H:16]([CH3:24])[N:17]1[CH2:18][CH2:19][N:11]([C:10]2[C:5]3[O:4][CH2:3][CH2:2][O:1][C:6]=3[CH:7]=[CH:8][CH:9]=2)[CH2:22][CH2:21]1)[CH3:13]. Procedure: A solution of 2,3-dihydro-1,4-benzodioxin-5-amine (0.327 g; 2.16 mmol) in chlorobenzene (2 mL) is added to a solution of N,N-bis(2-chloroethyl)-(R)-alanine ethyl ester (trifluoromethanesulfonic acid salt; 0.850 g; 2.16 mmol) in the same solvent (2 mL). The stirred reaction mixture is heated at 130° C. for 15 hours, the volatiles are removed on a rotavap, and the semi-solid residue is partitioned between 10% sodium bicarbonate (15 mL) and ether. Organic extracts are washed with brine, dried over ... The reactants are [H-].[Na+] (NaH), [H-].[Na+] (NaH), N1=CC(=CC=C1)C=1NC2=CC=C(C=C2C1)C#N (2-pyridin-3-yl-1H-indole-5-carbonitrile), [Cl-] (chloride), OCN1C(C(C1)(C)C)=O (1-hydroxymethyl-3,3-dimethyl-azetidin-2-one), S(=O)(Cl)Cl (thionyl chloride). Run in CN(C)C=O (DMF), CN(C)C=O (DMF), ClCCl (dichloromethane). Conditions: time 8 hour. The product is CC1(C(N(C1)CN1C(=CC2=CC(=CC=C12)C#N)C=1C=NC=CC1)=O)C (1-(3,3-dimethyl-2-oxo-azetidin-1-ylmethyl)-2-pyridin-3-yl-1H-indole-5-carbonitrile). As a reaction SMILES: O[CH2:2][N:3]1[CH2:6][C:5]([CH3:8])([CH3:7])[C:4]1=[O:9].S(Cl)(Cl)=O.[N:14]1[CH:19]=[CH:18][CH:17]=[C:16]([C:20]2[NH:21][C:22]3[C:27]([CH:28]=2)=[CH:26][C:25]([C:29]#[N:30])=[CH:24][CH:23]=3)[CH:15]=1.[H-].[Na+].[Cl-]>CN(C=O)C.ClCCl>[CH3:7][C:5]1([CH3:8])[CH2:6][N:3]([CH2:2][N:21]2[C:22]3[C:27](=[CH:26][C:25]([C:29]#[N:30])=[CH:24][CH:23]=3)[CH:28]=[C:20]2[C:16]2[CH:15]=[N:14][CH:19]=[CH:18][CH:17]=2)[C:4]1=[O:9] |f:3.4|. Procedure details: A flask is charged with 1-hydroxymethyl-3,3-dimethyl-azetidin-2-one (0.179 g, 1.317 mmol) and dichloromethane (5 mL), and thionyl chloride (0.63 g, 5.27 mmol) is added. The mixture is stirred at room temperature overnight and concentrated in vacuo to yield an oil, which is redissolved in DMF (0.8 mL). 2-Pyridin-3-yl-1H-indole-5-carbonitrile (Example 8, 0.213 g, 0.922 mmol) is dissolved in DMF (5 mL), cooled to 0° C., and NaH (0.053 g, 1.317 mmol) is added portionwise. After 30 min, the chloride ... Reactants: C(CC)NC(C1=CC=CC=C1)=O (benzoic acid N-propylamide), S(=O)(Cl)Cl (thionyl chloride), C(=O)(O)[O-].[Na+] (NaHCO3), (5RS,6SR,7SR)-6-Tert-butoxycarbonyl-7-(2-benzyloxy-4-methoxyphenyl)-5-(3,4-methylenedioxyphenyl)cyclopenteno[1,2-b]pyridine N-oxide, [F-].[Cs+] (CsF). The solvent is ClCCl (dichloromethane), O (water). Yields the product C(CC)N=C(C1=CC=CC=C1)Cl (N-propylbenzimidoyl chloride), (5RS,6SR,7SR)-6-tert-butoxycarbonyl-7-(2-benzyloxy-4-methoxyphenyl)-2-[(N-benzoyl)propylamino]-5-(3,4-methylenedioxyphenyl)cyclopenteno[1,2-b]pyridine. RXN SMILES: [F-].[Cs+].[CH2:3]([NH:6][C:7](=O)[C:8]1[CH:13]=[CH:12][CH:11]=[CH:10][CH:9]=1)[CH2:4][CH3:5].S(Cl)([Cl:17])=O.C([O-])(O)=O.[Na+]>O.ClCCl>[CH2:3]([N:6]=[C:7]([Cl:17])[C:8]1[CH:13]=[CH:12][CH:11]=[CH:10][CH:9]=1)[CH2:4][CH3:5] |f:0.1,4.5|. Reported procedure: (5RS,6SR,7SR)-6-Tert-butoxycarbonyl-7-(2-benzyloxy-4-methoxyphenyl)-5-(3,4-methylenedioxyphenyl)cyclopenteno[1,2-b]pyridine N-oxide(224 mg, 0.395 mmol) and CsF(1.82 g) were dried under reduced pressure. To the mixture were added dichloromethane(4.0 ml) under nitrogen atmosphere and N-propylbenzimidoyl chloride(210 mg) which was prepared from benzoic acid N-propylamide and thionyl chloride. The solution was stirred vigorously under heating at reflux, treated with an aqueous saturated solution of ... Starting materials: Cc1cc(-c2cccc(C(=O)CC(=O)Nc3cc(Cl)c(C(F)(F)F)cc3NC(=O)OC(C)(C)C)c2)cc(C)n1, ClCCl, O=C(O)C(F)(F)F. The product is Cc1cc(-c2cccc(C3=Nc4cc(C(F)(F)F)c(Cl)cc4NC(=O)C3)c2)cc(C)n1. Reaction SMILES: [C:1]([O:2][C:3](=[O:4])[NH:7][c:8]1[c:9]([NH:19][C:20]([CH2:21][C:22](=[O:5])[c:24]2[cH:25][c:26](-[c:30]3[cH:31][c:32]([CH3:37])[n:33][c:34]([CH3:36])[cH:35]3)[cH:27][cH:28][cH:29]2)=[O:38])[cH:10][c:11]([Cl:18])[c:12]([C:14]([F:15])([F:16])[F:17])[cH:13]1)([CH3:6])([CH3:23])[CH3:39].[Cl:47][CH2:48][Cl:49].[F:40][C:41]([F:42])([F:43])[C:44]([OH:45])=[O:46]>>[N:7]1=[C:22]([c:24]2[cH:25][c:26](-[c:30]3[cH:31][c:32]([CH3:37])[n:33][c:34]([CH3:36])[cH:35]3)[cH:27][cH:28][cH:29]2)[CH2:21][C:20](=[O:38])[NH:19][c:9]2[c:8]1[cH:13][c:12]([C:14]([F:15])([F:16])[F:17])[c:11]([Cl:18])[cH:10]2. Reactants: C(C)(C)[Mg]Cl (isopropylmagnesium chloride), [Cl-].[NH4+] (ammonium chloride), IC=1SC=CC1 (2-iodothiophene), C(C1=CC=CC=C1)OC1CCC(CC1)(C#N)N(C)C (4-benzyloxy-1-dimethylaminocyclohexanecarbonitrile). Run in O1CCCC1 (tetrahydrofuran), O1CCCC1 (tetrahydrofuran), O1CCCC1 (tetrahydrofuran). Reaction conditions: time 1 hour. The product is C(C1=CC=CC=C1)OC1CCC(CC1)(C=1SC=CC1)N(C)C ((4-benzyloxy-1-thiophen-2-yl-cyclohexyl)dimethylamine). RXN SMILES: I[C:2]1[S:3][CH:4]=[CH:5][CH:6]=1.C([Mg]Cl)(C)C.[CH2:12]([O:19][CH:20]1[CH2:25][CH2:24][C:23]([N:28]([CH3:30])[CH3:29])(C#N)[CH2:22][CH2:21]1)[C:13]1[CH:18]=[CH:17][CH:16]=[CH:15][CH:14]=1.[Cl-].[NH4+]>O1CCCC1>[CH2:12]([O:19][CH:20]1[CH2:25][CH2:24][C:23]([N:28]([CH3:30])[CH3:29])([C:2]2[S:3][CH:4]=[CH:5][CH:6]=2)[CH2:22][CH2:21]1)[C:13]1[CH:18]=[CH:17][CH:16]=[CH:15][CH:14]=1 |f:3.4|. Procedure details: 4.67 g of 2-iodothiophene were dissolved in 20 ml of tetrahydrofuran, and 7.26 ml of two molar isopropylmagnesium chloride solution in tetrahydrofuran were added dropwise under a nitrogen atmosphere, while cooling with an ice bath. After one hour, 2.50 g of 4-benzyloxy-1-dimethylaminocyclohexanecarbonitrile were added dropwise, dissolved in 10 ml of tetrahydrofuran. After stirring overnight at room temperature, the mixture was again cooled in an ice bath and 25 ml of cold ammonium chloride solut...